From a dataset of the Open Reaction Database (ORD), a public repository of structured organic reaction records. describe an organic reaction: reactants, conditions, products, and yield The reactants are CCOC(=O)c1c(C)nc(SC)nc1-c1cccc(Cl)c1, C1CCOC1, CCOC(C)=O, [Li+], [OH-], O, O. The product is CSc1nc(C)c(C(=O)O)c(-c2cccc(Cl)c2)n1. Reaction SMILES: [CH2:1]([CH3:2])[O:3][C:4](=[O:5])[c:6]1[c:7](-[c:15]2[cH:16][c:17]([Cl:21])[cH:18][cH:19][cH:20]2)[n:8][c:9]([S:13][CH3:14])[n:10][c:11]1[CH3:12].[CH2:25]1[O:26][CH2:27][CH2:28][CH2:29]1.[CH3:31][CH2:32][O:33][C:34](=[O:35])[CH3:36].[Li+:24].[OH-:23].[OH2:22].[OH2:30]>>[O:3]=[C:4]([OH:5])[c:6]1[c:7](-[c:15]2[cH:16][c:17]([Cl:21])[cH:18][cH:19][cH:20]2)[n:8][c:9]([S:13][CH3:14])[n:10][c:11]1[CH3:12]. The reactants are S(=S)(=O)([O-])[O-].[Na+].[Na+] (sodium thiosulfate), C(CCC)OCCOC1=CC=C(C=C1)C=1C=CC2=C(C=C(CCN2CCC)C(=O)NC2=CC=C(C=C2)SCCN2C=NN=C2)C1 (7-[4-(2-butoxyethoxy)phenyl]-N-[4-(4H-1,2,4-triazol-4-ylethylthio)phenyl]-1-propyl-2,3-dihydro-1H-benzazepine-4-carboxamide), ClC1=CC(=CC=C1)C(=O)OO (3-chloroperbenzoic acid). Run in ClCCl (dichloromethane), ClCCl (dichloromethane). Reaction conditions: temperature -78 celsius, time 1 hour. The product is C(CCC)OCCOC1=CC=C(C=C1)C=1C=CC2=C(C=C(CCN2CCC)C(=O)NC2=CC=C(C=C2)S(=O)CCN2C=NN=C2)C1 (7-[4-(2-butoxyethoxy)phenyl]-N-[4-(4H-1,2,4-triazol-4-ylethylsulfinyl)phenyl]-1-propyl-2,3-dihydro-1H-benzazepine-4-carboxamide). Yield: 87.8%. As a reaction SMILES: [CH2:1]([O:5][CH2:6][CH2:7][O:8][C:9]1[CH:14]=[CH:13][C:12]([C:15]2[CH:16]=[CH:17][C:18]3[N:24]([CH2:25][CH2:26][CH3:27])[CH2:23][CH2:22][C:21]([C:28]([NH:30][C:31]4[CH:36]=[CH:35][C:34]([S:37][CH2:38][CH2:39][N:40]5[CH:44]=[N:43][N:42]=[CH:41]5)=[CH:33][CH:32]=4)=[O:29])=[CH:20][C:19]=3[CH:45]=2)=[CH:11][CH:10]=1)[CH2:2][CH2:3][CH3:4].ClC1C=CC=C(C(OO)=[O:54])C=1.S([O-])([O-])(=O)=S.[Na+].[Na+]>ClCCl>[CH2:1]([O:5][CH2:6][CH2:7][O:8][C:9]1[CH:10]=[CH:11][C:12]([C:15]2[CH:16]=[CH:17][C:18]3[N:24]([CH2:25][CH2:26][CH3:27])[CH2:23][CH2:22][C:21]([C:28]([NH:30][C:31]4[CH:32]=[CH:33][C:34]([S:37]([CH2:38][CH2:39][N:40]5[CH:41]=[N:42][N:43]=[CH:44]5)=[O:54])=[CH:35][CH:36]=4)=[O:29])=[CH:20][C:19]=3[CH:45]=2)=[CH:13][CH:14]=1)[CH2:2][CH2:3][CH3:4] |f:2.3.4|. Procedure details: To a solution of 7-[4-(2-butoxyethoxy)phenyl]-N-[4-(4H-1,2,4-triazol-4-ylethylthio)phenyl]-1-propyl-2,3-dihydro-1H-benzazepine-4-carboxamide (1.0 g) in dichloromethane (20 ml) was added dropwise a solution of 3-chloroperbenzoic acid (70%, 0.43 g) in dichloromethane (10 ml) at −78° C., and the mixture was stirred for 1 hour at −78° C. To the reaction solution was added sodium thiosulfate solution at room temperature and the mixture was stirred for several minutes. The mixture was extracted with e... Starting materials: CC1=NOC(=C1C)NS(=O)(=O)C=1C(=CC=CC1)C1=C(C=C(C=C1)C=1OC=CN1)CNC (N-(3,4-dimethyl-5-isoxazolyl)-2'-[(methylamino)methyl]-4'-(2-oxazolyl)[1,1'-biphenyl]-2-sulfonamide), FC=1C=C(C(=O)O)C=CC1F (3,4-difluorobenzoic acid), C(C)(C)N=C=NC(C)C (1,3-diisopropylcarbodiimide). Run in C(Cl)Cl (CH2Cl2), CN(C)C=O (DMF). Reaction conditions: time 5 hour. Yields the product CC1=NOC(=C1C)NS(=O)(=O)C1=C(C=CC=C1)C1=C(C=C(C=C1)C=1OC=CN1)CN(C(C1=CC(=C(C=C1)F)F)=O)C (N-[[2'-[[(3,4-Dimethyl-5-isoxazolyl)amino]sulfonyl]-4-(2-oxazolyl)[1,1'-biphenyl]-2-yl]methyl]-3,4-difluoro-N-methylbenzamide). RXN SMILES: [CH3:1][C:2]1[C:6]([CH3:7])=[C:5]([NH:8][S:9]([C:12]2[C:13]([C:18]3[CH:23]=[CH:22][C:21]([C:24]4[O:25][CH:26]=[CH:27][N:28]=4)=[CH:20][C:19]=3[CH2:29][NH:30][CH3:31])=[CH:14][CH:15]=[CH:16][CH:17]=2)(=[O:11])=[O:10])[O:4][N:3]=1.[F:32][C:33]1[CH:34]=[C:35]([CH:39]=[CH:40][C:41]=1[F:42])[C:36]([OH:38])=O.C(N=C=NC(C)C)(C)C>C(Cl)Cl.CN(C=O)C>[CH3:1][C:2]1[C:6]([CH3:7])=[C:5]([NH:8][S:9]([C:12]2[CH:17]=[CH:16][CH:15]=[CH:14][C:13]=2[C:18]2[CH:23]=[CH:22][C:21]([C:24]3[O:25][CH:26]=[CH:27][N:28]=3)=[CH:20][C:19]=2[CH2:29][N:30]([CH3:31])[C:36](=[O:38])[C:35]2[CH:39]=[CH:40][C:41]([F:42])=[C:33]([F:32])[CH:34]=2)(=[O:11])=[O:10])[O:4][N:3]=1. Reported procedure: To N-(3,4-dimethyl-5-isoxazolyl)-2'-[(methylamino)methyl]-4'-(2-oxazolyl)[1,1'-biphenyl]-2-sulfonamide (30 mg, 0.068 mmol, prepared as described in Step (A) of Example 28) and 3,4-difluorobenzoic acid (10.8 mg, 0.068 mmol) in 0.68 ml of CH2Cl2 and 0.1 ml DMF, 1,3-diisopropylcarbodiimide (9.5 mg, 0.075 mmol) was added. The reaction was stirred at room temperature for 5 hrs and concentrated. The residue was purified by preparative HPLC on an ODS S10 column using 19% solvent A (10% MeOH, 90% H2O, 0... Starting materials: [NH4+].[Cl-] (NH4Cl), [N+](CCCC)(CCCC)(CCCC)CCCC.[F-] (nBu4NF), CC(C)(C)[Si](OC=1C=C(C=CC1)C(C(=O)OC)CC=1OC(=C(N1)C1=CC=CC=C1)C1=CC=CC=C1)(C)C (methyl α-[3-[[(1,1-dimethylethyl)dimethylsilyl]oxy]phenyl]-4,5-di phenyl-2-oxazolepropanoate). The solvent is C1CCOC1 (THF), C1CCOC1 (THF). Conditions: temperature -78 celsius, time 10 minute. The product is OC=1C=C(C=CC1)C(C(=O)OC)CC=1OC(=C(N1)C1=CC=CC=C1)C1=CC=CC=C1 (methyl α- (3-hydroxyphenyl)-4,5-diphenyl-2-oxazolepropanoate). Isolated yield 50.0%. Reaction SMILES: [N+](CCCC)(CCCC)(CCCC)CCCC.[F-].CC([Si](C)(C)[O:24][C:25]1[CH:26]=[C:27]([CH:31]([CH2:36][C:37]2[O:38][C:39]([C:48]3[CH:53]=[CH:52][CH:51]=[CH:50][CH:49]=3)=[C:40]([C:42]3[CH:47]=[CH:46][CH:45]=[CH:44][CH:43]=3)[N:41]=2)[C:32]([O:34][CH3:35])=[O:33])[CH:28]=[CH:29][CH:30]=1)(C)C.[NH4+].[Cl-]>C1COCC1>[OH:24][C:25]1[CH:26]=[C:27]([CH:31]([CH2:36][C:37]2[O:38][C:39]([C:48]3[CH:53]=[CH:52][CH:51]=[CH:50][CH:49]=3)=[C:40]([C:42]3[CH:43]=[CH:44][CH:45]=[CH:46][CH:47]=3)[N:41]=2)[C:32]([O:34][CH3:35])=[O:33])[CH:28]=[CH:29][CH:30]=1 |f:0.1,3.4|. Reported procedure: A solution of nBu4NF (7.30 g, 28 mmol) in dry THF (27.9 mL) was added to a solution of methyl α-[3-[[(1,1-dimethylethyl)dimethylsilyl]oxy]phenyl]-4,5-di phenyl-2-oxazolepropanoate (11.90 g, 23 mmol) in dry THF (250 mL) maintained at about -78° C. under an atmosphere of N2. After about 10 minutes, the mixture was poured onto saturated NH4Cl solution and extracted with CH2C2. The combined extracts were dried over Na2SO4, concentrated and the residue chromatographed on a column of silica gel. Eluti... Reactants: O=C1CCC(=O)N1Br, ClC(Cl)(Cl)Cl, Cc1cccc(C(=O)Oc2ccccc2)c1, CC(C)(C#N)N=NC(C)(C)C#N. The product is O=C(Oc1ccccc1)c1cccc(CBr)c1. As a reaction SMILES: [Br:29][N:30]1[C:31](=[O:32])[CH2:33][CH2:34][C:35]1=[O:36].[C:37]([Cl:38])([Cl:39])([Cl:40])[Cl:41].[CH3:1][c:2]1[cH:3][c:4]([C:5](=[O:6])[O:7][c:8]2[cH:9][cH:10][cH:11][cH:12][cH:13]2)[cH:14][cH:15][cH:16]1.[N:17]([C:18]([CH3:19])([CH3:20])[C:21]#[N:22])=[N:23][C:24]([CH3:25])([CH3:26])[C:27]#[N:28]>>[CH2:1]([c:2]1[cH:3][c:4]([C:5](=[O:6])[O:7][c:8]2[cH:9][cH:10][cH:11][cH:12][cH:13]2)[cH:14][cH:15][cH:16]1)[Br:29]. Starting materials: C(=O)(O)[O-].[Na+] (NaHCO3), NC(C(C)C1=C(CCC2=NC(=NC=C2C(F)(F)F)NC=2C=NN(C2)C2CCN(CC2)C(=O)OC(C)(C)C)C=CC=C1)=O (tert-butyl 4-(4-((4-(2-(1-amino-1-oxopropan-2-yl)phenethyl)-5-(trifluoromethyl)pyrimidin-2-yl)amino)-1H-pyrazol-1-yl)piperidine-1-carboxylate), C(=O)(C(F)(F)F)O (TFA), C(=O)(C(F)(F)F)O (TFA), [OH-].[Na+] (NaOH). The solvent is C(Cl)Cl (DCM). Run at temperature 0 celsius, time 1 hour. Product: N1CCC(CC1)N1N=CC(=C1)NC1=NC=C(C(=N1)CCC1=C(C=CC=C1)C(C(=O)N)C)C(F)(F)F (2-(2-(2-((1-(piperidin-4-yl)-1H-pyrazol-4-yl)amino)-5-(trifluoromethyl)pyrimidin-4-ylethyl)phenyl)propanamide). The yield is 99.0%. As a reaction SMILES: [NH2:1][C:2](=[O:42])[CH:3]([C:5]1[CH:41]=[CH:40][CH:39]=[CH:38][C:6]=1[CH2:7][CH2:8][C:9]1[C:14]([C:15]([F:18])([F:17])[F:16])=[CH:13][N:12]=[C:11]([NH:19][C:20]2[CH:21]=[N:22][N:23]([CH:25]3[CH2:30][CH2:29][N:28](C(OC(C)(C)C)=O)[CH2:27][CH2:26]3)[CH:24]=2)[N:10]=1)[CH3:4].C(O)(C(F)(F)F)=O.C([O-])(O)=O.[Na+].[OH-].[Na+]>C(Cl)Cl>[NH:28]1[CH2:27][CH2:26][CH:25]([N:23]2[CH:24]=[C:20]([NH:19][C:11]3[N:10]=[C:9]([CH2:8][CH2:7][C:6]4[CH:38]=[CH:39][CH:40]=[CH:41][C:5]=4[CH:3]([CH3:4])[C:2]([NH2:1])=[O:42])[C:14]([C:15]([F:16])([F:18])[F:17])=[CH:13][N:12]=3)[CH:21]=[N:22]2)[CH2:30][CH2:29]1 |f:2.3,4.5|. Procedure: A solution of tert-butyl 4-(4-((4-(2-(1-amino-1-oxopropan-2-yl)phenethyl)-5-(trifluoromethyl)pyrimidin-2-yl)amino)-1H-pyrazol-1-yl)piperidine-1-carboxylate A66 (3.41 g, 5.80 mmol) in DCM (50 mL) was cooled to 0° C. and treated with TFA (4.44 mL, 0.058 mol). The mixture was stirred at 0° C. for 1 hour and then at room temperature for 3 hours. An extra aliquot of TFA (2.2 mL, 0.029 mol) was added to the mixture and stirring was continued for 2 hours at room temperature. Sat. aq. NaHCO3 (˜50 mL) wa... Reactants: C(C1=CC=CC=C1)(=O)OCC1=CC(=NC=C1)COC1OCCCC1 ({2-[(tetrahydro-2H-pyrane-2-yloxy)methyl]pyridin-4-yl}methyl benzoate), CO (methanol), C(O)([O-])=O.[Na+] (sodium hydrogen carbonate), C1(=CC=C(C=C1)S(=O)(=O)[O-])C.[NH+]1=CC=CC=C1 (pyridinium p-toluenesulfonate). Solvent: C(Cl)(Cl)Cl (chloroform). Reaction conditions: time 2 hour. Product: C(C1=CC=CC=C1)(=O)OCC1=CC(=NC=C1)CO ([2-(hydroxymethyl)pyridin-4-yl]methyl benzoate). Isolated yield 100.0%. As a reaction SMILES: [C:1]([O:9][CH2:10][C:11]1[CH:16]=[CH:15][N:14]=[C:13]([CH2:17][O:18]C2CCCCO2)[CH:12]=1)(=[O:8])[C:2]1[CH:7]=[CH:6][CH:5]=[CH:4][CH:3]=1.CO.C1(C)C=CC(S([O-])(=O)=O)=CC=1.[NH+]1C=CC=CC=1.C(=O)([O-])O.[Na+]>C(Cl)(Cl)Cl>[C:1]([O:9][CH2:10][C:11]1[CH:16]=[CH:15][N:14]=[C:13]([CH2:17][OH:18])[CH:12]=1)(=[O:8])[C:2]1[CH:7]=[CH:6][CH:5]=[CH:4][CH:3]=1 |f:2.3,4.5|. Reported procedure: To a mixture of 1266 mg of {2-[(tetrahydro-2H-pyrane-2-yloxy)methyl]pyridin-4-yl}methyl benzoate and 25 ml of methanol was added 1166 mg of pyridinium p-toluenesulfonate, followed by stirring for 2 hours. A saturated aqueous sodium hydrogen carbonate solution and chloroform were added thereto for extraction, and the organic layer was dried over anhydrous magnesium sulfate and then concentrated under reduced pressure to obtain 941 mg of [2-(hydroxymethyl)pyridin-4-yl]methyl benzoate as an amorpho... Reactants: COC=1C=C(C=CC1OC)C1=NNC([C@H]2CCCC[C@@H]12)=O ((cis)-4-(3,4-Dimethoxyphenyl)-4a,5,6,7,8,8a-hexahydro-2H-phthalazin-1-one), O(C1=CC=CC=C1)CCCBr (3-phenoxy-1-bromopropane), COC=1C=C(C=CC1OC)C1=NN(C([C@H]2CCCC[C@@H]12)=O)C ((cis)-4-(3,4-Dimethoxyphenyl)-2-methyl-4a,5,6,7,8,8a-hexahydro-2H-phthalazin-1-one). Product: COC=1C=C(C=CC1OC)C1=NN(C([C@H]2CCCC[C@@H]12)=O)CCCOC1=CC=CC=C1 ((cis)-4-(3,4-Dimethoxyphenyl)-2-(3-phenoxy-1-propyl)-4a, 5,6,7,8,8a-hexahydro-2H-phthalazin-1-one). Procedure details: Prepared from compound 1 and 3-phenoxy-1-bromopropane as described for compound 8. Purified by chromatography (dichloromethane). Crystallized from petroleum ether (60°-80° C.). M.p. 78°-81° C. RXN SMILES: [CH3:1][O:2][C:3]1[CH:4]=[C:5]([C:11]2[C@H:20]3[C@H:15]([CH2:16][CH2:17][CH2:18][CH2:19]3)[C:14](=[O:21])[NH:13][N:12]=2)[CH:6]=[CH:7][C:8]=1[O:9][CH3:10].[O:22]([CH2:29][CH2:30][CH2:31]Br)[C:23]1[CH:28]=[CH:27][CH:26]=[CH:25][CH:24]=1.COC1C=C(C2[C@H]3[C@H](CCCC3)C(=O)N(C)N=2)C=CC=1OC>>[CH3:1][O:2][C:3]1[CH:4]=[C:5]([C:11]2[C@H:20]3[C@H:15]([CH2:16][CH2:17][CH2:18][CH2:19]3)[C:14](=[O:21])[N:13]([CH2:31][CH2:30][CH2:29][O:22][C:23]3[CH:28]=[CH:27][CH:26]=[CH:25][CH:24]=3)[N:12]=2)[CH:6]=[CH:7][C:8]=1[O:9][CH3:10]. The reactants are CO, COC(=O)c1cc(OC)nc(C)n1, [Na+], [OH-], O. Product: COc1cc(C(=O)O)nc(C)n1. As a reaction SMILES: [CH3:17][OH:18].[CH3:1][O:2][c:3]1[cH:4][c:5]([C:10](=[O:11])[O:12][CH3:13])[n:6][c:7]([CH3:9])[n:8]1.[Na+:15].[OH-:14].[OH2:16]>>[CH3:1][O:2][c:3]1[cH:4][c:5]([C:10](=[O:11])[OH:12])[n:6][c:7]([CH3:9])[n:8]1. The reactants are O (Water), C(C1=CC=CC=C1)Br (benzyl bromide), C([O-])([O-])=O.[K+].[K+] (potassium carbonate), S1C2=C(C=C1)C=C(C=C2)CCOCCNCC#C (N-[2-(2-benzo[b]thiophen-5-ylethoxy)ethyl]-N-(2-propynyl)amine). Run in C(C)(=O)OCC (ethyl acetate), CN(C=O)C (N,N-dimethylformamide). Reaction conditions: time 1 hour. Yields the product S1C2=C(C=C1)C=C(C=C2)CCOCCN(CC#C)CC2=CC=CC=C2 (N-[2-(2-benzo[b]thiophen-5-ylethoxy)ethyl]-N-benzyl-N-(2-propynyl)amine). The yield is 82.9%. Reaction SMILES: [S:1]1[CH:5]=[CH:4][C:3]2[CH:6]=[C:7]([CH2:10][CH2:11][O:12][CH2:13][CH2:14][NH:15][CH2:16][C:17]#[CH:18])[CH:8]=[CH:9][C:2]1=2.[CH2:19](Br)[C:20]1[CH:25]=[CH:24][CH:23]=[CH:22][CH:21]=1.C(=O)([O-])[O-].[K+].[K+].O>CN(C)C=O.C(OCC)(=O)C>[S:1]1[CH:5]=[CH:4][C:3]2[CH:6]=[C:7]([CH2:10][CH2:11][O:12][CH2:13][CH2:14][N:15]([CH2:19][C:20]3[CH:25]=[CH:24][CH:23]=[CH:22][CH:21]=3)[CH2:16][C:17]#[CH:18])[CH:8]=[CH:9][C:2]1=2 |f:2.3.4|. Reported procedure: In 3 ml of N,N-dimethylformamide is dissolved 0.60 g of N-[2-(2-benzo[b]thiophen-5-ylethoxy)ethyl]-N-(2-propynyl)amine, to which are added 0.40 g of benzyl bromide and 0.35 g of potassium carbonate. The mixture is stirred at ambient temperature for one hour. Water and ethyl acetate are added to the reaction mixture, and the organic layer is separated. The organic layer is washed with water and saturated aqueous solution of sodium chloride successively and dried over anhydrous magnesium sulfate, ...